This data is from the Open Reaction Database (ORD), a public repository of structured organic reaction records. The task is: describe an organic reaction: reactants, conditions, products, and yield Reactants: ClC(C(CC)=O)Cl (1,1-Dichlorobutan-2-one), CC1=CC=C(C=C1)S(=O)(=O)NN (4-methylbenzenesulfonohydrazide), C(CC)(=O)O (propionic acid). The solvent is Hexanes. Run at temperature 80 celsius. Product: ClC(\C(\CCCC)=N\NS(=O)(=O)C1=CC=C(C=C1)C)Cl (N′-[(1E)-1-(Dichloromethyl)pentylidene]4-methylbenzenesulfonohydrazide). Reaction SMILES: [Cl:1][CH:2]([Cl:7])[C:3](=O)[CH2:4][CH3:5].[CH3:8][C:9]1[CH:14]=[CH:13][C:12]([S:15]([NH:18][NH2:19])(=[O:17])=[O:16])=[CH:11][CH:10]=1.[C:20](O)(=O)[CH2:21]C>>[Cl:1][CH:2]([Cl:7])/[C:3](=[N:19]/[NH:18][S:15]([C:12]1[CH:13]=[CH:14][C:9]([CH3:8])=[CH:10][CH:11]=1)(=[O:17])=[O:16])/[CH2:4][CH2:5][CH2:20][CH3:21]. Procedure details: 1,1-Dichlorobutan-2-one (CAS Registry Number 2648-56-8) (210 mg, 1.49 mmol) and 4-methylbenzenesulfonohydrazide (268 mg, 1.49 mmol) were added to propionic acid (3 ml), heated to 80° C. for 5 hours and then allowed to cool to room temperature overnight. Hexanes (20 ml) were added and the precipitate was filtered under nitrogen to yield the title compound (100 mg). Starting materials: COC=1C=C2C(C(=CNC2=CC1OCCOC)C#N)=O (6-methoxy-7-(2-methoxyethoxy)-4-oxo-1,4,-dihydro-3-quinolinecarbonitrile), P(=O)(Cl)(Cl)Cl (phosphorous oxychloride). Product: ClC1=C(C=NC2=CC(=C(C=C12)OC)OCCOC)C#N (4-chloro-6-methoxy-7-(2-methoxyethoxy)-3-quinolinecarbonitrile). Yield: 87.5%. RXN SMILES: [CH3:1][O:2][C:3]1[CH:4]=[C:5]2[C:10](=[CH:11][C:12]=1[O:13][CH2:14][CH2:15][O:16][CH3:17])[NH:9][CH:8]=[C:7]([C:18]#[N:19])[C:6]2=O.P(Cl)(Cl)([Cl:23])=O>>[Cl:23][C:6]1[C:5]2[C:10](=[CH:11][C:12]([O:13][CH2:14][CH2:15][O:16][CH3:17])=[C:3]([O:2][CH3:1])[CH:4]=2)[N:9]=[CH:8][C:7]=1[C:18]#[N:19]. Procedure details: A mixture of 6-methoxy-7-(2-methoxyethoxy)-4-oxo-1,4,-dihydro-3-quinolinecarbonitrile (180 mg , 0.66 mmol) and 2.02 g of phosphorous oxychloride is heated at reflux for 40 minutes then concentrated in vacuo. The residue is added to water and the pH is adjusted to 8 by the addition of aqueous sodium bicarbonate. The solids are collected by filtration, washing with water and hexane, to provide 169 mg of 4-chloro-6-methoxy-7-(2-methoxyethoxy)-3-quinolinecarbonitrile, mp 178-180° C. Starting materials: NC1=NC=C(C(=N1)Cl)C#N (2-amino-4-chloropyrimidine-5-carbonitrile), CCN(C(C)C)C(C)C (DIPEA), FC=1C=CC2=C(N(C(=N2)[C@H](C)N)C2=NC=CC=C2)C1 ((S)-1-(6-fluoro-1-pyridin-2-yl-1H-benzoimidazol-2-yl)ethylamine). The solvent is CC(C)O (IPA), CO (MeOH). Product: NC1=NC=C(C(=N1)N[C@@H](C)C1=NC2=C(N1C1=NC=CC=C1)C=C(C=C2)F)C#N (2-Amino-4-[(S)-1-(6-fluoro-1-pyridin-2-yl-1H-benzoimidazol-2-yl)-ethylamino]-pyrimidine-5-carbonitrile). Isolated yield 39.0%. Reaction SMILES: [F:1][C:2]1[CH:3]=[CH:4][C:5]2[N:9]=[C:8]([C@@H:10]([NH2:12])[CH3:11])[N:7]([C:13]3[CH:18]=[CH:17][CH:16]=[CH:15][N:14]=3)[C:6]=2[CH:19]=1.[NH2:20][C:21]1[N:26]=[C:25](Cl)[C:24]([C:28]#[N:29])=[CH:23][N:22]=1.CCN(C(C)C)C(C)C>CC(O)C.CO>[NH2:20][C:21]1[N:26]=[C:25]([NH:12][C@H:10]([C:8]2[N:7]([C:13]3[CH:18]=[CH:17][CH:16]=[CH:15][N:14]=3)[C:6]3[CH:19]=[C:2]([F:1])[CH:3]=[CH:4][C:5]=3[N:9]=2)[CH3:11])[C:24]([C:28]#[N:29])=[CH:23][N:22]=1. Procedure: A mixture of (S)-1-(6-fluoro-1-pyridin-2-yl-1H-benzoimidazol-2-yl)ethylamine.2HCl (164 mg, 0.50 mmol), 2-amino-4-chloropyrimidine-5-carbonitrile (77 mg, 0.50 mmol) and DIPEA (427 μL, 2.49 mmol) in IPA (1 mL) was heated at 90° C. in a sealed vial for 17 h. After cooling to RT, the reaction mixture was diluted with MeOH and loaded onto an Isolute® SCX-2 cartridge. The cartridge was washed with MeOH followed by 2M NH3/MeOH. The basic fractions were combined, concentrated in vacuo and the resulting ... The reactants are C(C)(C)N(CC)C(C)C (Diisopropylethylamine), C(C)(=O)O.C(C)(=O)O.NCCCCC1=CC=C(C=C1)CCCCNC[C@H](O)C=1C=CC(=C(C1)NS(=O)(=O)C)O (N-[5-(2-{4-[4-(4-Aminobutyl)phenyl]butylamino}-1-(R)-hydroxyethyl)-2-hydroxyphenyl]-methanesulfonamide diacetic acid salt), I.NC=1C(=NC(=C(N1)N)Cl)C(=O)NC(SC)=N (1-(3,5-diamino-6-chloropyrazine-2-carbonyl)-2-methylisothiourea hydriodide). Solvent: C(C)O (ethanol). Conditions: temperature 70 celsius, time 10 minute. Yields the product [OH-].[NH4+] (ammonium hydroxide), NC=1C(=NC(=C(N1)N)Cl)C(=O)N=C(NCCCCC1=CC=C(C=C1)CCCCNC[C@H](O)C=1C=CC(=C(C1)NS(=O)(=O)C)O)N (N-(5-{2-[4-(4-{4-[N′-(3,5-Diamino-6-chloropyrazine-2-carbonyl)guanidino]butyl}-phenyl)butylamino]-1-(R)-hydroxyethyl}-2-hydroxyphenyl)methanesulfonamide). Isolated yield 48.0%. Reaction SMILES: C([N:4](C(C)C)CC)(C)C.C(O)(=[O:12])C.C(O)(=O)C.[NH2:18][CH2:19][CH2:20][CH2:21][CH2:22][C:23]1[CH:28]=[CH:27][C:26]([CH2:29][CH2:30][CH2:31][CH2:32][NH:33][CH2:34][C@@H:35]([C:37]2[CH:38]=[CH:39][C:40]([OH:48])=[C:41]([NH:43][S:44]([CH3:47])(=[O:46])=[O:45])[CH:42]=2)[OH:36])=[CH:25][CH:24]=1.I.[NH2:50][C:51]1[C:52]([C:59]([NH:61][C:62](=[NH:65])SC)=[O:60])=[N:53][C:54]([Cl:58])=[C:55]([NH2:57])[N:56]=1>C(O)C>[OH-:12].[NH4+:4].[NH2:50][C:51]1[C:52]([C:59]([N:61]=[C:62]([NH2:65])[NH:18][CH2:19][CH2:20][CH2:21][CH2:22][C:23]2[CH:28]=[CH:27][C:26]([CH2:29][CH2:30][CH2:31][CH2:32][NH:33][CH2:34][C@@H:35]([C:37]3[CH:38]=[CH:39][C:40]([OH:48])=[C:41]([NH:43][S:44]([CH3:47])(=[O:46])=[O:45])[CH:42]=3)[OH:36])=[CH:25][CH:24]=2)=[O:60])=[N:53][C:54]([Cl:58])=[C:55]([NH2:57])[N:56]=1 |f:1.2.3,4.5,7.8|. Procedure details: Diisopropylethylamine (0.54 mL, 3.11 mmol) was added to a solution of N-[5-(2-{4-[4-(4-aminobutyl)phenyl]butylamino}-1-(R)-hydroxyethyl)-2-hydroxyphenyl]-methanesulfonamide diacetic acid salt (39) (0.30 g, 0.52 mmol) in absolute ethanol (8 mL). The mixture was stirred at 70° C. (oil bath) for 10 min, after which 1-(3,5-diamino-6-chloropyrazine-2-carbonyl)-2-methylisothiourea hydriodide (0.2) g, 0.54 mmol) was added in one portion. The reaction mixture was stirred at that temperature for 3 h and ... Reported procedure: Using the method of 2-{5-chloro-2-[3-(4-methylpiperazin-1-yl)-propylamino]-pyrimidin-4-yl}-benzo[b]thiophene-4-carboxylic acid cyclopropylamide tri-hydrochloride, the title compound is synthesized from 2-(5-bromo-2-chloro-pyrimidin-4-yl)-benzo[b]thiophene-4-carboxylic acid methylamide and isolated as a yellow solid. ES+(m/z) 503 (79Br) and 505 (81Br) [M(free base)+H]. Starting materials: CNC(=O)C1=CC=CC=2SC(=CC21)C2=NC(=NC=C2Br)Cl (2-(5-bromo-2-chloro-pyrimidin-4-yl)-benzo[b]thiophene-4-carboxylic acid methylamide), Cl.Cl.Cl.C1(CC1)NC(=O)C1=CC=CC=2SC(=CC21)C2=NC(=NC=C2Cl)NCCCN2CCN(CC2)C (2-{5-chloro-2-[3-(4-methylpiperazin-1-yl)-propylamino]-pyrimidin-4-yl}-benzo[b]thiophene-4-carboxylic acid cyclopropylamide tri-hydrochloride). Product: Cl.Cl.Cl.CNC(=O)C1=CC=CC=2SC(=CC21)C2=NC(=NC=C2Br)NCCCN2CCN(CC2)C (2-{5-Bromo-2-[3-(4-methylpiperazin-1-yl)-propylamino]-pyrimidin-4-yl}-benzo[b]thiophene-4-carboxylic acid methylamide tri-hydrochloride). Reaction SMILES: [ClH:1].Cl.Cl.[CH:4]1([NH:7][C:8]([C:10]2[C:18]3[CH:17]=[C:16]([C:19]4[C:24]([Cl:25])=[CH:23][N:22]=[C:21]([NH:26][CH2:27][CH2:28][CH2:29][N:30]5[CH2:35][CH2:34][N:33]([CH3:36])[CH2:32][CH2:31]5)[N:20]=4)[S:15][C:14]=3[CH:13]=[CH:12][CH:11]=2)=[O:9])CC1.CNC(C1C2C=C(C3C([Br:56])=CN=C([Cl:57])N=3)SC=2C=CC=1)=O>>[ClH:25].[ClH:57].[ClH:1].[CH3:4][NH:7][C:8]([C:10]1[C:18]2[CH:17]=[C:16]([C:19]3[C:24]([Br:56])=[CH:23][N:22]=[C:21]([NH:26][CH2:27][CH2:28][CH2:29][N:30]4[CH2:35][CH2:34][N:33]([CH3:36])[CH2:32][CH2:31]4)[N:20]=3)[S:15][C:14]=2[CH:13]=[CH:12][CH:11]=1)=[O:9] |f:0.1.2.3,5.6.7.8|. The reactants are O=C(NCC=1C=CC=CC1)C2=CC=CC(=C2)C. Yields the product O=C(NCC=1C=CC=CC1)C2=CC(=CC=C2B3OC(C)(C)C(O3)(C)C)C. Conditions: temperature 60 celsius, time 96 hour. Reagents/catalysts: O1B(OC(C)(C)C1(C)C)B2OC(C)(C)C(O2)(C)C, O=C(NC1=CC=CC2=C1NC(=C2C)C)C=3C=NC(=CC3)C4=NC=CC=C4, C[OH2+].C[OH2+].C1CC=CCCC=C1.C1CC=CCCC=C1.[Ir].[Ir]. Yield: 62.0%. Procedure details: Isolated by chromatography using deactivated silica gel and ethyl acetate and petroleum ether (10:0.5 to 10:3.5) as the eluent. The solvent is O1CCCC1. Starting materials: Cc1ccccc1, CCOC(C)=O, Cc1cc([N+](=O)[O-])c(Cl)nc1C, Nc1ccc(CCO)cc1, Cc1cccc(C)n1. The product is Cc1cc([N+](=O)[O-])c(Nc2ccc(CCO)cc2)nc1C. RXN SMILES: [CH3:31][c:32]1[cH:33][cH:34][cH:35][cH:36][cH:37]1.[CH3:38][CH2:39][O:40][C:41](=[O:42])[CH3:43].[Cl:1][c:2]1[n:3][c:4]([CH3:12])[c:5]([CH3:11])[cH:6][c:7]1[N+:8](=[O:9])[O-:10].[NH2:13][c:14]1[cH:15][cH:16][c:17]([CH2:20][CH2:21][OH:22])[cH:18][cH:19]1.[n:23]1[c:24]([CH3:25])[cH:26][cH:27][cH:28][c:29]1[CH3:30]>>[c:2]1([NH:13][c:14]2[cH:15][cH:16][c:17]([CH2:20][CH2:21][OH:22])[cH:18][cH:19]2)[n:3][c:4]([CH3:12])[c:5]([CH3:11])[cH:6][c:7]1[N+:8](=[O:9])[O-:10]. Reactants: C(C)[Mg]Cl (ethyl magnesium chloride), COC=1C=C(C#N)C=CN1 (2-methoxy-isonicotinonitrile), Example 1, C(C)[Mg]Cl (ethyl magnesium chloride), C1CCOC1 (THF), COC=1C=C(C#N)C=CN1 (2-methoxy-isonicotinonitrile). The reagents and catalysts are C1CCOC1 (THF). Solvent: CC(C)(C)OC (TBME). Conditions: temperature 0 celsius. Yields the product COC1=NC=CC(=C1)C(CC)=O (1-(2-methoxy-pyridin-4-yl)-propan-1-one). RXN SMILES: [CH3:1][O:2][C:3]1[CH:4]=[C:5]([CH:8]=[CH:9][N:10]=1)[C:6]#N.[CH2:11]([Mg]Cl)[CH3:12].C1C[O:18]CC1>CC(OC)(C)C.C1COCC1>[CH3:1][O:2][C:3]1[CH:4]=[C:5]([C:6](=[O:18])[CH2:11][CH3:12])[CH:8]=[CH:9][N:10]=1. Procedure details: A stirred suspension of 25.44 g of 2-methoxy-isonicotinonitrile as obtained in Example 1 (189.7 mmol) in 380 mL TBME was cooled to 0° C. and 114 mL ethyl magnesium chloride in THF (2.0 M, 228.0 mmol, 1.20 eq) were added within 45 min. Stirring was continued at 0° C. After 3 h 40 min, additional 5 mL ethyl magnesium chloride in THF (2.0 M, 10.0 mmol, 0.05 eq) were added at 0° C. The reaction was monitored by HPLC. After 4.5 h (<3% area 2-methoxy-isonicotinonitrile), the reaction was quenched at 0... Starting materials: FC(C1=CC=C(C=C1)B(O)O)(F)F (4-(trifluoromethyl)phenylboronic acid), IC1COCCC1(OC)OC (3-iodo-4,4-dimethoxytetrahydro-2H-pyran). Yields the product FC(C1=CC=C(C=C1)C1COCCC1=O)(F)F (3-(4-(trifluoromethyl)phenyl)dihydro-2H-pyran-4(3H)-one). RXN SMILES: [F:1][C:2]([F:13])([F:12])[C:3]1[CH:8]=[CH:7][C:6](B(O)O)=[CH:5][CH:4]=1.I[CH:15]1[C:20](OC)([O:21]C)[CH2:19][CH2:18][O:17][CH2:16]1>>[F:1][C:2]([F:13])([F:12])[C:3]1[CH:8]=[CH:7][C:6]([CH:15]2[C:20](=[O:21])[CH2:19][CH2:18][O:17][CH2:16]2)=[CH:5][CH:4]=1. Reported procedure: 4-(trifluoromethyl)phenylboronic acid was reacted as described in Intermediate X(2) with 3-iodo-4,4-dimethoxytetrahydro-2H-pyran (Intermediate X(1)) to give 3-(4-(trifluoromethyl)phenyl)dihydro-2H-pyran-4(3H)-one (Intermediate Z(2)). The reactants are CS(=O)(=O)Nc1ccc(C#N)cc1F, CO, Cl. Yields the product CS(=O)(=O)Nc1ccc(CN)cc1F, Cl. RXN SMILES: [C:1](#[N:2])[c:3]1[cH:4][c:5]([F:14])[c:6]([NH:9][S:10](=[O:11])(=[O:12])[CH3:13])[cH:7][cH:8]1.[CH3:16][OH:17].[ClH:15]>>[CH2:1]([NH2:2])[c:3]1[cH:4][c:5]([F:14])[c:6]([NH:9][S:10](=[O:11])(=[O:12])[CH3:13])[cH:7][cH:8]1.[ClH:15].